This data is from the Open Reaction Database (ORD), a public repository of structured organic reaction records. The task is: describe an organic reaction: reactants, conditions, products, and yield The reactants are O=C([O-])[O-], COC(=O)C(C)C(O)c1ccc(O)cc1, CS(C)=O, Cc1cc(CCl)c2ccccc2n1, [Cs+], [Cs+]. Yields the product COC(=O)C(C)C(O)c1ccc(OCc2cc(C)nc3ccccc23)cc1. Reaction SMILES: [C:29](=[O:30])([O-:31])[O-:32].[CH3:1][O:2][C:3]([CH:4]([CH:5]([c:6]1[cH:7][cH:8][c:9]([OH:12])[cH:10][cH:11]1)[OH:13])[CH3:14])=[O:15].[CH3:35][S:36]([CH3:37])=[O:38].[Cl:16][CH2:17][c:18]1[cH:19][c:20]([CH3:28])[n:21][c:22]2[cH:23][cH:24][cH:25][cH:26][c:27]12.[Cs+:33].[Cs+:34]>>[CH3:1][O:2][C:3]([CH:4]([CH:5]([c:6]1[cH:7][cH:8][c:9]([O:12][CH2:17][c:18]2[cH:19][c:20]([CH3:28])[n:21][c:22]3[cH:23][cH:24][cH:25][cH:26][c:27]23)[cH:10][cH:11]1)[OH:13])[CH3:14])=[O:15]. The reactants are O1C(=NC2=C1C=CC=C2)N(C)CCOC2=CC=C(C=C2)CC(C(=O)OCC)OC (ethyl 3-[4-[2-[N-(2-benzoxazolyl)-N-methylamino]ethoxy]-phenyl]-2methoxypropanoate), [OH-].[Na+] (sodium hydroxide), CO (methanol). Solvent: O (water). Reaction conditions: time 1.5 hour. The product is O1C(=NC2=C1C=CC=C2)N(C)CCOC2=CC=C(C=C2)CC(C(=O)O)OC (3-[4-[2-[N-(2-Benzoxazolyl)-N-methylamino]ethoxy]phenyl]-2-methoxypropanoic acid). RXN SMILES: [O:1]1[C:5]2[CH:6]=[CH:7][CH:8]=[CH:9][C:4]=2[N:3]=[C:2]1[N:10]([CH2:12][CH2:13][O:14][C:15]1[CH:20]=[CH:19][C:18]([CH2:21][CH:22]([O:28][CH3:29])[C:23]([O:25]CC)=[O:24])=[CH:17][CH:16]=1)[CH3:11].[OH-].[Na+].CO>O>[O:1]1[C:5]2[CH:6]=[CH:7][CH:8]=[CH:9][C:4]=2[N:3]=[C:2]1[N:10]([CH2:12][CH2:13][O:14][C:15]1[CH:20]=[CH:19][C:18]([CH2:21][CH:22]([O:28][CH3:29])[C:23]([OH:25])=[O:24])=[CH:17][CH:16]=1)[CH3:11] |f:1.2|. Reported procedure: A mixture of ethyl 3-[4-[2-[N-(2-benzoxazolyl)-N-methylamino]ethoxy]-phenyl]-2methoxypropanoate (1.5 g), 10% aqueous sodium hydroxide solution (7.5 mL) and methanol (23 mL) was stirred for 1.5 hrs at room temperature and then diluted with water (600 mL), washed with dichloromethane (300 mL) and acidified to pH2 with concentrated hydrochloric acid. The mixture was extracted with ethyl acetate (3×300 mL) and the combined ethyl acetate solutions washed with water (2×200 mL) and brine (200 mL), drie... Starting materials: C(C1=CC=CC=C1)OC1=CC=C2C(=C(C=NC2=C1)[N+](=O)[O-])Cl (7-benzyloxy-4-chloro-3-nitroquinoline), O1CCC(CC1)CN (tetrahydro-2H-pyran-4-ylmethylamine). Product: C(C1=CC=CC=C1)OC1=CC=C2C(=C(C=NC2=C1)[N+](=O)[O-])NCC1CCOCC1 ((7-benzyloxy-3-nitroquinolin-4-yl)(tetrahydro-2H-pyran-4-ylmethyl)amine). Reaction SMILES: [CH2:1]([O:8][C:9]1[CH:18]=[C:17]2[C:12]([C:13](Cl)=[C:14]([N+:19]([O-:21])=[O:20])[CH:15]=[N:16]2)=[CH:11][CH:10]=1)[C:2]1[CH:7]=[CH:6][CH:5]=[CH:4][CH:3]=1.[O:23]1[CH2:28][CH2:27][CH:26]([CH2:29][NH2:30])[CH2:25][CH2:24]1>>[CH2:1]([O:8][C:9]1[CH:18]=[C:17]2[C:12]([C:13]([NH:30][CH2:29][CH:26]3[CH2:27][CH2:28][O:23][CH2:24][CH2:25]3)=[C:14]([N+:19]([O-:21])=[O:20])[CH:15]=[N:16]2)=[CH:11][CH:10]=1)[C:2]1[CH:7]=[CH:6][CH:5]=[CH:4][CH:3]=1. Procedure details: The method described in Part E of Example 1 can be used to treat 7-benzyloxy-4-chloro-3-nitroquinoline with tetrahydro-2H-pyran-4-ylmethylamine to provide (7-benzyloxy-3-nitroquinolin-4-yl)(tetrahydro-2H-pyran-4-ylmethyl)amine. The same method can be used to treat 6-benzyloxy-4-chloro-3-nitroquinoline with tetrahydro-2H-pyran-4-ylmethylamine to provide (6-benzyloxy-3-nitroquinolin-4-yl)(tetrahydro-2H-pyran-4-ylmethyl)amine. Starting materials: Brc1cnc2c(c1)CC1(CN3CCC1CC3)O2, CC[Sn](CC)(CC)c1c(F)oc2ccccc12. Yields the product Fc1oc2ccccc2c1-c1cnc2c(c1)CC1(CN3CCC1CC3)O2. As a reaction SMILES: [Br:1][c:2]1[cH:3][c:4]2[c:5]([n:6][cH:7]1)[O:8][C:9]1([CH2:10][N:11]3[CH2:12][CH2:13][CH:14]1[CH2:15][CH2:16]3)[CH2:17]2.[F:18][c:19]1[o:20][c:21]2[c:22]([c:23]1[Sn:24]([CH2:25][CH3:26])([CH2:27][CH3:28])[CH2:29][CH3:30])[cH:31][cH:32][cH:33][cH:34]2>>[c:2]1(-[c:23]2[c:19]([F:18])[o:20][c:21]3[c:22]2[cH:31][cH:32][cH:33][cH:34]3)[cH:3][c:4]2[c:5]([n:6][cH:7]1)[O:8][C:9]1([CH2:10][N:11]3[CH2:12][CH2:13][CH:14]1[CH2:15][CH2:16]3)[CH2:17]2. Product: COc1cc(OC)nc(Oc2ccc3oc(C(F)(F)F)c(C(=O)c4ccccc4)c3c2C(=O)[O-])n1, [Na+]. The reactants are O=C(O)c1c(O)ccc2oc(C(F)(F)F)c(C(=O)c3ccccc3)c12, COc1cc(OC)nc(S(C)(=O)=O)n1, CN(C)C=O, [H-], [Na+], O. As a reaction SMILES: [C:3]([c:4]1[cH:5][cH:6][cH:7][cH:8][cH:9]1)(=[O:10])[c:11]1[c:12]([C:24]([F:25])([F:26])[F:27])[o:13][c:14]2[c:15]1[c:16]([C:21](=[O:22])[OH:23])[c:17]([OH:20])[cH:18][cH:19]2.[CH3:28][O:29][c:30]1[n:31][c:32]([S:38]([CH3:39])(=[O:40])=[O:41])[n:33][c:34]([O:36][CH3:37])[cH:35]1.[CH3:43][N:44]([CH3:45])[CH:46]=[O:47].[H-:1].[Na+:2].[OH2:42]>>[C:3]([c:4]1[cH:5][cH:6][cH:7][cH:8][cH:9]1)(=[O:10])[c:11]1[c:12]([C:24]([F:25])([F:26])[F:27])[o:13][c:14]2[c:15]1[c:16]([C:21](=[O:22])[O-:23])[c:17]([O:20][c:32]1[n:31][c:30]([O:29][CH3:28])[cH:35][c:34]([O:36][CH3:37])[n:33]1)[cH:18][cH:19]2.[Na+:2]. Reactants: ClC1=C(C=C(C=C1C(F)(F)F)[N+](=O)[O-])[N+](=O)[O-] (4-chloro-5-trifluoromethyl-1,3-dinitrobenzene), COCCO (ethylene glycol monomethyl ether), [OH-].[Na+] (sodium hydroxide), COCCO (ethylene glycol monomethyl ether), [OH-].[Na+] (sodium hydroxide). The solvent is O (water). Conditions: temperature 70 celsius, time 2 hour. Yields the product COCCOC1=C(C=C(C=C1C(F)(F)F)[N+](=O)[O-])[N+](=O)[O-] (4-((2-methoxyethyl)oxy)-5-trifluoromethyl-1,3-dinitrobenzene). Reaction SMILES: Cl[C:2]1[C:7]([C:8]([F:11])([F:10])[F:9])=[CH:6][C:5]([N+:12]([O-:14])=[O:13])=[CH:4][C:3]=1[N+:15]([O-:17])=[O:16].[CH3:18][O:19][CH2:20][CH2:21][OH:22].[OH-].[Na+]>O>[CH3:18][O:19][CH2:20][CH2:21][O:22][C:2]1[C:7]([C:8]([F:11])([F:10])[F:9])=[CH:6][C:5]([N+:12]([O-:14])=[O:13])=[CH:4][C:3]=1[N+:15]([O-:17])=[O:16] |f:2.3|. Reported procedure: 27 g of 4-chloro-5-trifluoromethyl-1,3-dinitrobenzene are initially introduced into 36.5 g of ethylene glycol monomethyl ether, and 13.2 g of 50 percent strength aqueous sodium hydroxide solution are added dropwise at 60° C. in the course of 30 minutes. The mixture is then subsequently stirred at 70° C. for two hours, a further 12 g of ethylene glycol monomethyl ether and 4.5 g of sodium hydroxide solution are added, the mixture is subsequently stirred at 70° C. for a further two hours and 100 m...